This data is from the Open Reaction Database (ORD), a public repository of structured organic reaction records. The task is: describe an organic reaction: reactants, conditions, products, and yield The reactants are N#Cc1ccc(NC(=O)c2ccc3c(c2)NCC3)cc1C(F)(F)F, O=S(=O)(Cl)c1cccc(Cl)c1, ClCCl, c1ccncc1. The product is N#Cc1ccc(NC(=O)c2ccc3c(c2)N(S(=O)(=O)c2cccc(Cl)c2)CC3)cc1C(F)(F)F. RXN SMILES: [C:12](#[N:13])[c:14]1[c:15]([C:32]([F:33])([F:34])[F:35])[cH:16][c:17]([NH:20][C:21](=[O:22])[c:23]2[cH:24][cH:25][c:26]3[c:30]([cH:31]2)[NH:29][CH2:28][CH2:27]3)[cH:18][cH:19]1.[Cl:1][c:2]1[cH:3][c:4]([S:8](=[O:9])(=[O:10])[Cl:11])[cH:5][cH:6][cH:7]1.[Cl:42][CH2:43][Cl:44].[cH:36]1[cH:37][cH:38][n:39][cH:40][cH:41]1>>[Cl:1][c:2]1[cH:3][c:4]([S:8](=[O:9])(=[O:10])[N:29]2[CH2:28][CH2:27][c:26]3[cH:25][cH:24][c:23]([C:21]([NH:20][c:17]4[cH:16][c:15]([C:32]([F:33])([F:34])[F:35])[c:14]([C:12]#[N:13])[cH:19][cH:18]4)=[O:22])[cH:31][c:30]32)[cH:5][cH:6][cH:7]1.